This data is from the Open Reaction Database (ORD), a public repository of structured organic reaction records. The task is: describe an organic reaction: reactants, conditions, products, and yield Reactants: CN, CO, Cl, [Na+], O, O=C([O-])O, O=S(=O)(Cl)CCc1ccncc1. Yields the product CNS(=O)(=O)CCc1ccncc1. Reaction SMILES: [CH3:1][NH2:2].[CH3:21][OH:22].[ClH:3].[Na+:16].[OH2:23].[OH:17][C:18](=[O:19])[O-:20].[n:4]1[cH:5][cH:6][c:7]([CH2:10][CH2:11][S:12](=[O:13])(=[O:14])[Cl:15])[cH:8][cH:9]1>>[CH3:1][NH:2][S:12]([CH2:11][CH2:10][c:7]1[cH:6][cH:5][n:4][cH:9][cH:8]1)(=[O:13])=[O:14]. The reactants are C1CCOC1, CCOC(C)=O, Cl, N#Cc1ccccc1. The product is CCOC(=O)CC(=O)c1ccccc1. As a reaction SMILES: [CH2:16]1[CH2:19][CH2:18][CH2:17][O:20]1.[CH3:10][CH2:11][O:12][C:13]([CH3:14])=[O:15].[ClH:9].[N:1]#[C:2][c:3]1[cH:4][cH:5][cH:6][cH:7][cH:8]1>>[C:2]([c:3]1[cH:4][cH:5][cH:6][cH:7][cH:8]1)([CH2:14][C:13]([O:12][CH2:11][CH3:10])=[O:15])=[O:20]. Starting materials: ice dil hydrochloric acid, ClC1=CC=C(C=C1)C1=NOC2=C1C=CC(=C2)O (3-(4-chloropheyl)-6-hydroxy-1,2-benzisoxazole), C([O-])([O-])=O.[K+].[K+] (potassium carbonate), BrC(C(=O)OCC)CCC (ethyl 2-bromovalerate). The solvent is CC(=O)CC (methylethyl ketone). Product: ClC1=CC=C(C=C1)C1=NOC2=C1C=CC(=C2)OC(C(=O)OCC)CCC (ethyl 2-{[3-(4-chlorophenyl)-1,2-benzisoxazol-6-yl]oxy}pentanoate). RXN SMILES: [Cl:1][C:2]1[CH:7]=[CH:6][C:5]([C:8]2[C:12]3[CH:13]=[CH:14][C:15]([OH:17])=[CH:16][C:11]=3[O:10][N:9]=2)=[CH:4][CH:3]=1.C(=O)([O-])[O-].[K+].[K+].Br[CH:25]([CH2:31][CH2:32][CH3:33])[C:26]([O:28][CH2:29][CH3:30])=[O:27]>CC(CC)=O>[Cl:1][C:2]1[CH:3]=[CH:4][C:5]([C:8]2[C:12]3[CH:13]=[CH:14][C:15]([O:17][CH:25]([CH2:31][CH2:32][CH3:33])[C:26]([O:28][CH2:29][CH3:30])=[O:27])=[CH:16][C:11]=3[O:10][N:9]=2)=[CH:6][CH:7]=1 |f:1.2.3|. Procedure details: A solution of 6 g of 3-(4-chloropheyl)-6-hydroxy-1,2-benzisoxazole, 10.2 g of potassium carbonate, 5.12 g of ethyl 2-bromovalerate and 100 ml of methylethyl ketone is stirred under reflux for 3 hr. The reaction mixture is poured into 1 liter of ice/dil hydrochloric acid and the precipitate is collected and dried. Recrystallization from ether gives ethyl 2-{[3-(4-chlorophenyl)-1,2-benzisoxazol-6-yl]oxy}pentanoate, mp 88° C. The reactants are Cl (hydrochloric acid), ClC1=C(C=C(C(=C1)Cl)Cl)[N+](=O)[O-] (2,4,5-trichloronitrobenzene), ClCC(=O)OC(C)(C)C (t-butyl chloroacetate), CC(C)([O-])C.[K+] (potassium t-butoxide). Solvent: O1CCCC1 (tetrahydrofuran), O1CCCC1 (tetrahydrofuran). Reaction conditions: temperature -40 celsius. Product: [N+](=O)([O-])C1=C(C(=C(C=C1Cl)Cl)Cl)CC(=O)OC(C)(C)C (t-butyl 2-nitro-3,5,6-trichlorophenylacetate). The yield is 58.6%. As a reaction SMILES: [Cl:1][C:2]1[CH:7]=[C:6]([Cl:8])[C:5]([Cl:9])=[CH:4][C:3]=1[N+:10]([O-:12])=[O:11].Cl[CH2:14][C:15]([O:17][C:18]([CH3:21])([CH3:20])[CH3:19])=[O:16].CC(C)([O-])C.[K+].Cl>O1CCCC1>[N+:10]([C:3]1[C:2]([Cl:1])=[CH:7][C:6]([Cl:8])=[C:5]([Cl:9])[C:4]=1[CH2:14][C:15]([O:17][C:18]([CH3:21])([CH3:20])[CH3:19])=[O:16])([O-:12])=[O:11] |f:2.3|. Procedure details: A solution of 2,4,5-trichloronitrobenzene (Jpn. Kokai Tokyo Koho JP 81,169,651 (1980), Chem. Abstr. 1981,96, 162307 q)(103 g, 0.46 mol) and t-butyl chloroacetate (79 ml, 0.55 mol) in dry tetrahydrofuran (400 ml) was added dropwise over 30 minutes to a solution of potassium t-butoxide (128 g, 1.14 mol) in dry tetrahydrofuran (800 ml) with stirring, under nitrogen keeping the temperature at -40° C. After the addition was complete, the resulting dark blue solution was stirred for a further 30 minut... Starting materials: [Br-], ClCCl, COC(=O)C(CO)NC(c1ccccc1)(c1ccccc1)c1ccccc1, CCCC[N+](CCCC)(CCCC)CCCC, CC#N, [Na+], [OH-], O=P(O)(O)O, BrCc1ccc(OCCc2coc(-c3ccccc3)n2)cc1. Product: COC(=O)C(COCc1ccc(OCCc2coc(-c3ccccc3)n2)cc1)NC(c1ccccc1)(c1ccccc1)c1ccccc1. As a reaction SMILES: [Br-:57].[CH2:75]([Cl:76])[Cl:77].[CH3:23][O:24][C:25]([CH:26]([NH:27][C:28]([c:29]1[cH:30][cH:31][cH:32][cH:33][cH:34]1)([c:35]1[cH:36][cH:37][cH:38][cH:39][cH:40]1)[c:41]1[cH:42][cH:43][cH:44][cH:45][cH:46]1)[CH2:47][OH:48])=[O:49].[CH3:58][CH2:59][CH2:60][CH2:61][N+:62]([CH2:63][CH2:64][CH2:65][CH3:66])([CH2:67][CH2:68][CH2:69][CH3:70])[CH2:71][CH2:72][CH2:73][CH3:74].[CH3:78][C:79]#[N:80].[Na+:51].[OH-:50].[P:52](=[O:53])([OH:54])([OH:55])[OH:56].[c:1]1(-[c:7]2[o:8][cH:9][c:10]([CH2:12][CH2:13][O:14][c:15]3[cH:16][cH:17][c:18]([CH2:21][Br:22])[cH:19][cH:20]3)[n:11]2)[cH:2][cH:3][cH:4][cH:5][cH:6]1>>[c:1]1(-[c:7]2[o:8][cH:9][c:10]([CH2:12][CH2:13][O:14][c:15]3[cH:16][cH:17][c:18]([CH2:21][O:48][CH2:47][CH:26]([C:25]([O:24][CH3:23])=[O:49])[NH:27][C:28]([c:29]4[cH:30][cH:31][cH:32][cH:33][cH:34]4)([c:35]4[cH:36][cH:37][cH:38][cH:39][cH:40]4)[c:41]4[cH:42][cH:43][cH:44][cH:45][cH:46]4)[cH:19][cH:20]3)[n:11]2)[cH:2][cH:3][cH:4][cH:5][cH:6]1. Reactants: CNC(=O)c1cccc(-c2cnn3cc(NC(=O)OC)nc3c2)c1, CCOC(C)=O, O=C1CCC(=O)N1Br, CN(C)C=O. RXN SMILES: [CH3:1][O:2][C:3]([NH:4][c:5]1[n:6][c:7]2[n:8]([n:9][cH:10][c:11](-[c:13]3[cH:14][c:15]([C:19]([NH:20][CH3:21])=[O:22])[cH:16][cH:17][cH:18]3)[cH:12]2)[cH:23]1)=[O:24].[CH3:38][CH2:39][O:40][C:41]([CH3:42])=[O:43].[O:25]=[C:26]1[N:27]([Br:32])[C:28](=[O:29])[CH2:30][CH2:31]1.[O:33]=[CH:34][N:35]([CH3:36])[CH3:37]>>[CH3:1][O:2][C:3]([NH:4][c:5]1[n:6][c:7]2[n:8]([n:9][cH:10][c:11](-[c:13]3[cH:14][c:15]([C:19]([NH:20][CH3:21])=[O:22])[cH:16][cH:17][cH:18]3)[cH:12]2)[c:23]1[Br:32])=[O:24]. The product is CNC(=O)c1cccc(-c2cnn3c(Br)c(NC(=O)OC)nc3c2)c1. Starting materials: C(C)(C)(C)C1=CC=C2C(=C(CCC2=C1)CN1CCCCC1)C (7-tert-butyl-4-methyl-3-piperidinomethyl,1,2-dihydronaphthalene), Cl.N1CCCCC1 (Piperidine hydrochloride), C(C)(C)(C)C=1C=C2CCCC(C2=CC1)=O (6-tert-butyl-1,2,3,4-tetrahydronaphthalen-1-one), C=O (paraformaldehyde). Reagents/catalysts: Cl (hydrochloric acid). Solvent: C(C)O (ethanol). The product is C(C)(C)(C)C=1C=C2CCC(C(C2=CC1)=O)CN1CCCCC1 (6-tert-butyl-2-piperidinomethyl-1,2,3,4-tetrahydronaphthalen-1-one). The yield is 83.0%. Reaction SMILES: [C:1]([C:5]1[CH:14]=[C:13]2[C:8]([C:9](C)=[C:10]([CH2:15][N:16]3[CH2:21][CH2:20][CH2:19][CH2:18][CH2:17]3)[CH2:11][CH2:12]2)=[CH:7][CH:6]=1)([CH3:4])([CH3:3])[CH3:2].Cl.N1CCCCC1.C(C1C=C2C(=CC=1)C(=[O:44])CCC2)(C)(C)C.C=O>C(O)C.Cl>[C:1]([C:5]1[CH:14]=[C:13]2[C:8](=[CH:7][CH:6]=1)[C:9](=[O:44])[CH:10]([CH2:15][N:16]1[CH2:21][CH2:20][CH2:19][CH2:18][CH2:17]1)[CH2:11][CH2:12]2)([CH3:4])([CH3:3])[CH3:2] |f:1.2|. Reported procedure: This Example illustrates the preparation of 7-tert-butyl-4-methyl-3-piperidinomethyl,1,2-dihydronaphthalene (Compound number 3 of Table I). Piperidine hydrochloride (12.6 g 0.103 mol), 6-tert-butyl-1,2,3,4-tetrahydronaphthalen-1-one (80.0 g, 0.04 mol) and paraformaldehyde (2.64 g, 0.088 mol) were refluxed in ethanol (200 ml) with concentrated hydrochloric acid (1 ml) as a catalyst for 48 hours. The reaction mixture was concentrated under reduced pressure and the residue dissolved in water then e... Reactants: BrC(C(=O)C1=CC=C(C=C1)N1CCCCC1)(C)C (2-bromo-2-methyl-1-(4-piperidinophenyl)-propan-1-one), C[O-].[Na+] (sodium methylate). Run in CO (methanol). Product: CC1(C(O1)(C1=CC=C(C=C1)N1CCCCC1)OC)C (3,3-Dimethyl-2-methoxy-2-(4-piperidinophenyl)-oxirane). RXN SMILES: Br[C:2]([CH3:18])([CH3:17])[C:3]([C:5]1[CH:10]=[CH:9][C:8]([N:11]2[CH2:16][CH2:15][CH2:14][CH2:13][CH2:12]2)=[CH:7][CH:6]=1)=[O:4].[CH3:19][O-:20].[Na+]>CO>[CH3:17][C:2]1([CH3:18])[O:4][C:3]1([O:20][CH3:19])[C:5]1[CH:10]=[CH:9][C:8]([N:11]2[CH2:16][CH2:15][CH2:14][CH2:13][CH2:12]2)=[CH:7][CH:6]=1 |f:1.2|. Procedure: 12.0 g (38.7 mmol) of 2-bromo-2-methyl-1-(4-piperidinophenyl)-propan-1-one are dissolved in 20 ml of methanol, and 7.0 g (46.4 mmol) of methanolic 30% strength sodium methylate solution are then added dropwise at room temperature. The methanol is then distilled off under reduced pressure. The residue is taken up in toluene, and the precipitated salt is filtered off. The solution is concentrated in vacuo. The brown residue, which is a slowly crystallising liquid, is directly further reacted. Run in ClCCl (dichloromethane), ClCCl (dichloromethane). Reaction conditions: temperature 10 celsius. The reactants are C1(CC1)C(O)(C=1SC=CC1C)C1=C(C=C(C=C1)C)C (cyclopropyl(2,4-dimethylphenyl)(3-methyl-2-thienyl)methanol), Br[Si](C)(C)C (bromotrimethylsilane), O (water). RXN SMILES: [CH:1]1([C:4]([C:12]2[CH:17]=[CH:16][C:15]([CH3:18])=[CH:14][C:13]=2[CH3:19])([C:6]2[S:7][CH:8]=[CH:9][C:10]=2[CH3:11])O)[CH2:3][CH2:2]1.[Br:20][Si](C)(C)C.O>ClCCl>[Br:20][CH2:3][CH2:2][CH:1]=[C:4]([C:12]1[CH:17]=[CH:16][C:15]([CH3:18])=[CH:14][C:13]=1[CH3:19])[C:6]1[S:7][CH:8]=[CH:9][C:10]=1[CH3:11]. Yields the product BrCCC=C(C=1SC=CC1C)C1=C(C=C(C=C1)C)C (1-bromo-4-(2,4-dimethylphenyl)-4-(3-methyl-2-thienyl)but-3-ene). Reported procedure: A solution of cyclopropyl(2,4-dimethylphenyl)(3-methyl-2-thienyl)methanol (7.0 g, 0.026 mole; obtained by the method described in Example 7) in dichloromethane (125 ml) was cooled to 10° C. and bromotrimethylsilane (4.0 g, 0.026 mole) in dichloromethane (50 ml) was added dropwise keeping the temperature at about 10° C. When addition was complete, water was added (250 ml) and the phases were separated. The aqueous phase was extracted with dichloromethane (25 ml). The combined organic phases was w...